Dataset: the Open Reaction Database (ORD), a public repository of structured organic reaction records. Task: describe an organic reaction: reactants, conditions, products, and yield Starting materials: Cl (hydrochloric acid), aqueous saturated solution, [OH-].[Na+] (sodium hydroxide), CC1=C(N=C(O1)C1=CC=CC=C1)CCOC1=CC=C(CO\N=C(/CCC(=O)OC)\C2=CC=CC=C2)C=C1 (methyl E-4-[4-[2-(5-methyl-2-phenyl-4-oxazolyl)ethoxy]benzyloxyimino]-4-phenylbutyrate), CO (methanol). The solvent is O1CCCC1 (tetrahydrofuran). Reaction conditions: time 1 hour. Product: CC1=C(N=C(O1)C1=CC=CC=C1)CCOC1=CC=C(CO\N=C(/CCC(=O)O)\C2=CC=CC=C2)C=C1 (E-4-[4-[2-(5-methyl-2-phenyl-4-oxazolyl)ethoxy]benzyloxyimino]-4-phenylbutyric acid). The yield is 99.1%. As a reaction SMILES: [OH-].[Na+].[CH3:3][C:4]1[O:8][C:7]([C:9]2[CH:14]=[CH:13][CH:12]=[CH:11][CH:10]=2)=[N:6][C:5]=1[CH2:15][CH2:16][O:17][C:18]1[CH:39]=[CH:38][C:21]([CH2:22][O:23]/[N:24]=[C:25](/[C:32]2[CH:37]=[CH:36][CH:35]=[CH:34][CH:33]=2)\[CH2:26][CH2:27][C:28]([O:30]C)=[O:29])=[CH:20][CH:19]=1.CO.Cl>O1CCCC1>[CH3:3][C:4]1[O:8][C:7]([C:9]2[CH:10]=[CH:11][CH:12]=[CH:13][CH:14]=2)=[N:6][C:5]=1[CH2:15][CH2:16][O:17][C:18]1[CH:19]=[CH:20][C:21]([CH2:22][O:23]/[N:24]=[C:25](/[C:32]2[CH:37]=[CH:36][CH:35]=[CH:34][CH:33]=2)\[CH2:26][CH2:27][C:28]([OH:30])=[O:29])=[CH:38][CH:39]=1 |f:0.1|. Reported procedure: A 1N aqueous saturated solution of sodium hydroxide (5 ml) was added to a solution of methyl E-4-[4-[2-(5-methyl-2-phenyl-4-oxazolyl)ethoxy]benzyloxyimino]-4-phenylbutyrate (460 mg) in tetrahydrofuran (10 ml)-methanol (5 ml) and stirred at room temperature for 1 hour. 1N hydrochloric acid (5.5 ml) was added to the reaction mixture and extracted with ethyl acetate. The ethyl acetate layer was washed with an aqueous saturated solution of sodium chloride, dried (MgSO4) and concentrated. The residue... The reactants are S([O-])(O)=O.[Na+] (sodium bisulfite), C(C)(=O)OCC (ethyl acetate), C=C1C[C@@H]([C@H](OC1)C1=C(C=C(C(=C1)F)F)F)NC(OC(C)(C)C)=O (tert-butyl [(2R,3S)-5-methylene-2-(2,4,5-trifluorophenyl)tetrahydro-2H-pyran-3-yl]carbamate), C(C)(C)(C)O (tert-butyl alcohol), C[N+]1(CCOCC1)[O-] (N-methylmorpholine N-oxide), resultant mixture. The reagents and catalysts are [Os](=O)(=O)(=O)=O (osmium tetroxide). Run in CC(=O)C (acetone), O (water). Reaction conditions: time 2 day. The product is OC1(C[C@@H]([C@H](OC1)C1=C(C=C(C(=C1)F)F)F)NC(OC(C)(C)C)=O)CO (tert-butyl [(2R,3S)-5-hydroxy-5-(hydroxymethyl)-2-(2,4,5-trifluorophenyl)tetrahydro-2H-pyran-3-yl]carbamate). Reaction SMILES: C=C1C[O:6][C@H:5]([C:8]2[CH:13]=[C:12]([F:14])[C:11]([F:15])=[CH:10][C:9]=2[F:16])[C@@H:4]([NH:17][C:18](=[O:24])[O:19][C:20]([CH3:23])([CH3:22])[CH3:21])C1.C[N+]1([O-])CC[O:29]CC1.S(=O)(O)[O-].[Na+].C(OCC)(=O)C.[C:44]([OH:48])([CH3:47])([CH3:46])[CH3:45]>CC(C)=O.O.[Os](=O)(=O)(=O)=O>[OH:48][C:44]1([CH2:47][OH:29])[CH2:46][O:6][C@H:5]([C:8]2[CH:13]=[C:12]([F:14])[C:11]([F:15])=[CH:10][C:9]=2[F:16])[C@@H:4]([NH:17][C:18](=[O:24])[O:19][C:20]([CH3:23])([CH3:22])[CH3:21])[CH2:45]1 |f:2.3|. Procedure: To a solution of tert-butyl [(2R,3S)-5-methylene-2-(2,4,5-trifluorophenyl)tetrahydro-2H-pyran-3-yl]carbamate (203 mg, 0.59 μmmol) in tert-butyl alcohol (6 mL), acetone (3 mL) and water (1.5 mL) was added osmium tetroxide (0.113 mL of 2.5% solution in tert-butyl alcohol, 0.009 mmol). The resultant mixture was stirred at room temperature for 10 minutes and then treated with N-methylmorpholine N-oxide (92 mg, 0.79 mmol) and stirred for two days. After two days, the reaction mixture was treated with... Starting materials: Cl.C(C)(=O)OC1=C2C=C(C=C(C2=CC=C1OC(C)=O)CN)C1=CC=CC=C1 (5,6-Bis(acetoxy)-1-aminomethyl-3-phenylnaphthalene Hydrochloride), resultant solution. Yields the product Cl.NCC1=CC(=CC2=C(C(=CC=C12)O)O)C1=CC=CC=C1 (1-Aminomethyl-5,6-dihydroxy-3-phenylnaphthalene Hydrochloride). The yield is 75.0%. RXN SMILES: [ClH:1].C([O:5][C:6]1[C:15]([O:16]C(=O)C)=[CH:14][CH:13]=[C:12]2[C:7]=1[CH:8]=[C:9]([C:22]1[CH:27]=[CH:26][CH:25]=[CH:24][CH:23]=1)[CH:10]=[C:11]2[CH2:20][NH2:21])(=O)C>CO.Cl>[ClH:1].[NH2:21][CH2:20][C:11]1[C:12]2[C:7](=[C:6]([OH:5])[C:15]([OH:16])=[CH:14][CH:13]=2)[CH:8]=[C:9]([C:22]2[CH:23]=[CH:24][CH:25]=[CH:26][CH:27]=2)[CH:10]=1 |f:0.1,4.5|. The solvent is CO (methanol), Cl (hydrogen chloride). Procedure details: 5,6-Bis(acetoxy)-1-aminomethyl-3-phenylnaphthalene hydrochloride (130 mg, 0.34 mmol) from Step 3 was dissolved in 10 mL of methanol saturated with hydrogen chloride. The resultant solution was stirred at ambient temperature for 3 h and then concentrated in vacuo. The solid residue was dissolved in a minimal amount of ethanol. The ethanol solution was added slowly to 30 mL of dry diethyl ether and the precipitate was collected by filtration. The solid was dried at 60° C. in vacuo to give 77 mg (7... Reactants: O (water), C=1(O)C(O)=CC=CC1 (Pyrocatechol), BrCCCCCC (1-Bromohexane), C(=O)([O-])[O-].[K+].[K+] (K2CO3). Run in CN(C)C=O (DMF), CN(C)C=O (DMF). Conditions: temperature 70 celsius, time 15 hour. Yields the product C(CCCCC)OC1=C(C=CC=C1)OCCCCCC (1,2-Dihexyloxybenzene). As a reaction SMILES: [C:1]1([C:3](=[CH:5][CH:6]=[CH:7][CH:8]=1)O)[OH:2].[C:9]([O-:12])([O-])=O.[K+].[K+].Br[CH2:16][CH2:17][CH2:18][CH2:19][CH2:20][CH3:21].O>CN(C=O)C>[CH2:16]([O:2][C:1]1[CH:8]=[CH:7][CH:6]=[CH:5][C:3]=1[O:12][CH2:9][CH2:7][CH2:8][CH2:1][CH2:3][CH3:5])[CH2:17][CH2:18][CH2:19][CH2:20][CH3:21] |f:1.2.3|. Procedure: Pyrocatechol (55.1 g; 0.5 mol) is dissolved in DMF (400 ml), and K2CO3 (207.3 g) is added. The mixture is heated to 70° C. 1-Bromohexane (198 g; 1.2 mol) is then added dropwise, and heating is carried out for 15 hours at 80° C. Further DMF (400 ml) and water (1 liter) are subsequently added. Extraction is then carried out with tert-butyl methyl ether (2×500 ml), and the organic phase is washed with water (3×100 ml) and dried over Na2SO4. After filtration, concentration to dryness by evaporation ... Starting materials: C1CCOC1, CCOC(=O)c1cnc2cc(OCCOC)ccn12, CCO, Cl, [Li+], [OH-]. The product is COCCOc1ccn2c(C(=O)O)cnc2c1. Reaction SMILES: [CH2:23]1[O:24][CH2:25][CH2:26][CH2:27]1.[CH3:1][O:2][CH2:3][CH2:4][O:5][c:6]1[cH:7][c:8]2[n:9]([cH:10][cH:11]1)[c:12]([C:15](=[O:16])[O:17][CH2:18][CH3:19])[cH:13][n:14]2.[CH3:28][CH2:29][OH:30].[ClH:22].[Li+:20].[OH-:21]>>[CH3:1][O:2][CH2:3][CH2:4][O:5][c:6]1[cH:7][c:8]2[n:9]([cH:10][cH:11]1)[c:12]([C:15](=[O:16])[OH:17])[cH:13][n:14]2. Starting materials: CC(C)(C)c1ccc2c(c1)C=C(CN1CCCCC1)CC2, CC(C)(C)c1ccc2c(c1)C(=O)CCC2, CCO, Cl, Cl, C1CCNCC1. The product is CC(C)(C)c1ccc2c(c1)C(=O)C(CN1CCCCC1)CC2. Reaction SMILES: [C:1]([CH3:2])([CH3:3])([CH3:4])[c:5]1[cH:6][c:7]2[c:12]([cH:13][cH:14]1)[CH2:11][CH2:10][C:9]([CH2:15][N:16]1[CH2:17][CH2:18][CH2:19][CH2:20][CH2:21]1)=[CH:8]2.[C:29]([c:30]1[cH:31][c:32]2[c:33]([cH:38][cH:39]1)[CH2:34][CH2:35][CH2:36][C:37]2=[O:43])([CH3:40])([CH3:41])[CH3:42].[CH3:44][CH2:45][OH:46].[ClH:22].[ClH:47].[NH:23]1[CH2:24][CH2:25][CH2:26][CH2:27][CH2:28]1>>[C:1]([CH3:2])([CH3:3])([CH3:4])[c:5]1[cH:6][c:7]2[c:12]([cH:13][cH:14]1)[CH2:11][CH2:10][CH:9]([CH2:15][N:16]1[CH2:17][CH2:18][CH2:19][CH2:20][CH2:21]1)[C:8]2=[O:43]. The reactants are O=C([O-])[O-], Clc1cc(-c2n[nH]cc2I)c(OCc2ccccc2)cc1OCc1ccccc1, C[Si](C)(C)CCOCCl, [Cs+], [Cs+], CN(C)C=O. Product: C[Si](C)(C)CCOCn1cc(I)c(-c2cc(Cl)c(OCc3ccccc3)cc2OCc2ccccc2)n1. Reaction SMILES: [C:30](=[O:31])([O-:32])[O-:33].[CH2:1]([c:2]1[cH:3][cH:4][cH:5][cH:6][cH:7]1)[O:8][c:9]1[c:10](-[c:24]2[n:25][nH:26][cH:27][c:28]2[I:29])[cH:11][c:12]([Cl:23])[c:13]([O:15][CH2:16][c:17]2[cH:18][cH:19][cH:20][cH:21][cH:22]2)[cH:14]1.[CH3:36][Si:37]([CH2:38][CH2:39][O:40][CH2:41][Cl:42])([CH3:43])[CH3:44].[Cs+:34].[Cs+:35].[O:45]=[CH:46][N:47]([CH3:48])[CH3:49]>>[CH2:1]([c:2]1[cH:3][cH:4][cH:5][cH:6][cH:7]1)[O:8][c:9]1[c:10](-[c:24]2[n:25][n:26]([CH2:41][O:40][CH2:39][CH2:38][Si:37]([CH3:36])([CH3:43])[CH3:44])[cH:27][c:28]2[I:29])[cH:11][c:12]([Cl:23])[c:13]([O:15][CH2:16][c:17]2[cH:18][cH:19][cH:20][cH:21][cH:22]2)[cH:14]1. Starting materials: NN (Hydrazine), solution, ClC1=C(C#N)C=C(C=N1)I (2-chloro-5-iodonicotinonitrile). The solvent is CC(C)O (propan-2-ol). Reaction conditions: temperature 85 celsius. The product is IC=1C=C2C(=NC1)NN=C2N (5-iodo-1H-pyrazolo[3,4-b]pyridine-3-amine). The yield is 87.0%. RXN SMILES: [NH2:1][NH2:2].Cl[C:4]1[N:11]=[CH:10][C:9]([I:12])=[CH:8][C:5]=1[C:6]#[N:7]>CC(O)C>[I:12][C:9]1[CH:8]=[C:5]2[C:6]([NH2:7])=[N:2][NH:1][C:4]2=[N:11][CH:10]=1. Reported procedure: Hydrazine (3.86 ml, 79 mmol) is added at room temperature to 7 g (26.5 mmol) of a solution of 2-chloro-5-iodonicotinonitrile in 25 ml of propan-2-ol. The reaction mixture is heated at 85° C. for 7 hours and then at room temperature overnight. The suspended solid is filtered, rinsed with isopropanol and then with ether and dried in an oven at 50° C. to give 6 g (87%) of 5-iodo-1H-pyrazolo[3,4-b]pyridine-3-amine. The reactants are FC1=CC2=C(NC(CO2)=O)C=C1N1C(N(C(=CC1=O)C(F)(F)F)C)=O (3-[7-Fluoro-2H-1,4-benzoxazine-3(4H)-on-6-yl]-1-methyl-6-trifluoromethyl-2,4-(1H, 3H)-pyrimidinedione), [N+](=O)(O)[O-] (nitric acid). Solvent: C(C)(=O)O (acetic acid). Yields the product FC1=CC2=C(NC(CO2)=O)C(=C1N1C(N(C(=CC1=O)C(F)(F)F)C)=O)[N+](=O)[O-] (3-[7-fluoro-5-nitro-2H-1,4-benzoxazine-3(4H)-on-6-yl]-1-methyl-6-trifluoromethyl-2,4-(1H, 3H)-pyrimidinedione). Reaction SMILES: [F:1][C:2]1[C:12]([N:13]2[C:18](=[O:19])[CH:17]=[C:16]([C:20]([F:23])([F:22])[F:21])[N:15]([CH3:24])[C:14]2=[O:25])=[CH:11][C:5]2[NH:6][C:7](=[O:10])[CH2:8][O:9][C:4]=2[CH:3]=1.[N+:26]([O-])([OH:28])=[O:27]>C(O)(=O)C>[F:1][C:2]1[C:12]([N:13]2[C:18](=[O:19])[CH:17]=[C:16]([C:20]([F:21])([F:22])[F:23])[N:15]([CH3:24])[C:14]2=[O:25])=[C:11]([N+:26]([O-:28])=[O:27])[C:5]2[NH:6][C:7](=[O:10])[CH2:8][O:9][C:4]=2[CH:3]=1. Procedure: 3-[7-Fluoro-2H-1,4-benzoxazine-3(4H)-on-6-yl]-1-methyl-6-trifluoromethyl-2,4-(1H, 3H)-pyrimidinedione (3.5 g) was slowly added to a mixture of acetic acid (15 ml) and fuming nitric acid (45 ml) at 0° C. with stirring. After stirring for 2 hr at room temperature, the solution was poured on ice-water and extracted with ethyl acetate. The organic layer was washed with water and brine, dried over sodium sulfate and evaporated. The residue was purified by column chromatography on silica gel using hex... Starting materials: C(C)(C)(C)OC(NC1CC2=CN(N=C2CC1)C1=CC=NC2=CC=C(N=C12)OC)=O ([2-(6-methoxy-[1,5]naphthyridin-4-yl)-4,5,6,7-tetrahydro-2H-indazol-5-yl]-carbamic acid tert-butyl ester), Cl (HCl), O1CCOCC1 (dioxane). Run in C(Cl)Cl (CH2Cl2), CO (CH3OH). Run at time 3.5 hour. The product is COC=1N=C2C(=CC=NC2=CC1)N1N=C2CCC(CC2=C1)N (2-(6-Methoxy-[1,5]naphthyridin-4-yl)-4,5,6,7-tetrahydro-2H-indazol-5-ylamine). Reaction SMILES: C(OC(=O)[NH:7][CH:8]1[CH2:16][CH2:15][C:14]2[C:10](=[CH:11][N:12]([C:17]3[C:26]4[C:21](=[CH:22][CH:23]=[C:24]([O:27][CH3:28])[N:25]=4)[N:20]=[CH:19][CH:18]=3)[N:13]=2)[CH2:9]1)(C)(C)C.Cl.O1CCOCC1>C(Cl)Cl.CO>[CH3:28][O:27][C:24]1[N:25]=[C:26]2[C:21](=[CH:22][CH:23]=1)[N:20]=[CH:19][CH:18]=[C:17]2[N:12]1[CH:11]=[C:10]2[C:14]([CH2:15][CH2:16][CH:8]([NH2:7])[CH2:9]2)=[N:13]1. Procedure details: To a solution of [2-(6-methoxy-[1,5]naphthyridin-4-yl)-4,5,6,7-tetrahydro-2H-indazol-5-yl]-carbamic acid tert-butyl ester (317 mg, 0.800 mmol) in CH2Cl2 (3.6 mL) was added 4 M HCl in dioxane (3.40 mL, 13.7 mmol), and the solution was stirred at RT for 3.5 h. The solution was concentrated to afford a crude solid, which was dissolved in CH3OH (10 mL). Anionic exchange resin (550 Å OH, 100 mg) was added and the mixture was stirred for 20 min. The mixture was filtered, and the resin was washed with ...